Dataset: the Open Reaction Database (ORD), a public repository of structured organic reaction records. Task: describe an organic reaction: reactants, conditions, products, and yield Starting materials: C1CCOC1, [H-], CI, [Na+], COC(=O)C1(O)CC1. Yields the product COC(=O)C1(OC)CC1. RXN SMILES: [CH2:13]1[O:14][CH2:15][CH2:16][CH2:17]1.[H-:9].[I:11][CH3:12].[Na+:10].[OH:1][C:2]1([C:5](=[O:6])[O:7][CH3:8])[CH2:3][CH2:4]1>>[O:1]([C:2]1([C:5](=[O:6])[O:7][CH3:8])[CH2:3][CH2:4]1)[CH3:12]. Starting materials: CC(C)N(C)c1cnc2c(n1)OCCN(Cc1ccccc1)C2, CC#N, O=C1CCC(=O)N1Cl, O. The product is CC(C)N(C)c1nc2c(nc1Cl)CN(Cc1ccccc1)CCO2. Reaction SMILES: [CH2:1]([c:2]1[cH:3][cH:4][cH:5][cH:6][cH:7]1)[N:8]1[CH2:9][CH2:10][O:11][c:12]2[c:13]([n:15][cH:16][c:17]([N:19]([CH:20]([CH3:21])[CH3:22])[CH3:23])[n:18]2)[CH2:14]1.[CH3:32][C:33]#[N:34].[Cl:24][N:25]1[C:26](=[O:27])[CH2:28][CH2:29][C:30]1=[O:31].[OH2:35]>>[CH2:1]([c:2]1[cH:3][cH:4][cH:5][cH:6][cH:7]1)[N:8]1[CH2:9][CH2:10][O:11][c:12]2[c:13]([n:15][c:16]([Cl:24])[c:17]([N:19]([CH:20]([CH3:21])[CH3:22])[CH3:23])[n:18]2)[CH2:14]1. Starting materials: COCCNCCOC, CCO, O=C(O)c1ccc(F)c([N+](=O)[O-])c1. Yields the product COCCN(CCOC)c1ccc(C(=O)O)cc1[N+](=O)[O-]. Reaction SMILES: [CH3:1][O:2][CH2:3][CH2:4][NH:5][CH2:6][CH2:7][O:8][CH3:9].[CH3:23][CH2:24][OH:25].[F:10][c:11]1[c:12]([N+:20](=[O:21])[O-:22])[cH:13][c:14]([C:15](=[O:16])[OH:17])[cH:18][cH:19]1>>[CH3:1][O:2][CH2:3][CH2:4][N:5]([CH2:6][CH2:7][O:8][CH3:9])[c:11]1[c:12]([N+:20](=[O:21])[O-:22])[cH:13][c:14]([C:15](=[O:16])[OH:17])[cH:18][cH:19]1. Reactants: C1(=CC=CC=C1)COC1=CC=C(C=C1)S(=O)(=O)Cl (4-(phenylmethoxy)benzenesulfonyl chloride), COC(=O)[C@H]1NC2=CC=CC=C2C1 (2,3-dihydro-(2S)-1H-indole-2-carboxylic acid methyl ester). Product: C1(=CC=CC=C1)COC1=CC=C(C=C1)S(=O)(=O)N1[C@@H](CC2=CC=CC=C12)C(=O)OC ((2S)-2,3-dihydro-1-[[4-(phenylmethoxy)phenyl]sulfonyl]indole-2-carboxylic acid, methyl ester). Yield: 81.0%. Reaction SMILES: [C:1]1([CH2:7][O:8][C:9]2[CH:14]=[CH:13][C:12]([S:15](Cl)(=[O:17])=[O:16])=[CH:11][CH:10]=2)[CH:6]=[CH:5][CH:4]=[CH:3][CH:2]=1.[CH3:19][O:20][C:21]([C@@H:23]1[CH2:31][C:30]2[C:25](=[CH:26][CH:27]=[CH:28][CH:29]=2)[NH:24]1)=[O:22]>>[C:1]1([CH2:7][O:8][C:9]2[CH:14]=[CH:13][C:12]([S:15]([N:24]3[C:25]4[C:30](=[CH:29][CH:28]=[CH:27][CH:26]=4)[CH2:31][C@H:23]3[C:21]([O:20][CH3:19])=[O:22])(=[O:17])=[O:16])=[CH:11][CH:10]=2)[CH:6]=[CH:5][CH:4]=[CH:3][CH:2]=1. Reported procedure: Working in a manner similar to preparation IL, starting with the 4-(phenylmethoxy)benzenesulfonyl chloride and 2,3-dihydro-(2S)-1H-indole-2-carboxylic acid methyl ester, the expected product is obtained in the form of a white powder with a yield of 81%.